This data is from the Open Reaction Database (ORD), a public repository of structured organic reaction records. The task is: describe an organic reaction: reactants, conditions, products, and yield Reactants: CNCCN (N-Methylethylenediamine), O (water), C(Cl)(Cl)Cl (chloroform), C(=O)(OCC1=CC=CC=C1)N1C(CCC1=O)=O (N-carbobenzoxysuccinimide). Run in O1CCOCC1 (dioxane). Conditions: time 4 day. Yields the product CNCCNC(OCC1=CC=CC=C1)=O (benzyl 2-(methylamino)ethylcarbamate). Yield: 4.3%. Reaction SMILES: [CH3:1][NH:2][CH2:3][CH2:4][NH2:5].[C:6](N1C(=O)CCC1=O)([O:8][CH2:9][C:10]1[CH:15]=[CH:14][CH:13]=[CH:12][CH:11]=1)=[O:7].O.C(Cl)(Cl)Cl>O1CCOCC1>[CH3:1][NH:2][CH2:3][CH2:4][NH:5][C:6](=[O:7])[O:8][CH2:9][C:10]1[CH:15]=[CH:14][CH:13]=[CH:12][CH:11]=1. Reported procedure: N-Methylethylenediamine (2.0 g) was dissolved in dioxane (20 ml), the solution was added with N-carbobenzoxysuccinimide (8.07 g), and the mixture was stirred at room temperature for 4 days. The reaction mixture was added with distilled water and chloroform, the layers were separated, and the organic layer was dried over anhydrous magnesium sulfate, and filtered. The filtrate was concentrated under reduced pressure, and the resulting residue was purified by silica gel column chromatography (hexan...